Task: describe an organic reaction: reactants, conditions, products, and yield. Dataset: the Open Reaction Database (ORD), a public repository of structured organic reaction records Starting materials: CCOC=C(C(=O)OCC)C(=O)OCC, CN(C)C=O, Nc1ncnc2ccccc12, O. Product: CCOC(=O)C(=CNc1ncnc2ccccc12)C(=O)OCC. As a reaction SMILES: [CH2:12]([O:13][CH:15]=[C:16]([C:17](=[O:18])[O:19][CH2:20][CH3:21])[C:22](=[O:23])[O:24][CH2:25][CH3:26])[CH3:14].[CH3:28][N:29]([CH3:30])[CH:31]=[O:32].[NH2:1][c:2]1[n:3][cH:4][n:5][c:6]2[cH:7][cH:8][cH:9][cH:10][c:11]12.[OH2:27]>>[NH:1]([c:2]1[n:3][cH:4][n:5][c:6]2[cH:7][cH:8][cH:9][cH:10][c:11]12)[CH:15]=[C:16]([C:17](=[O:18])[O:19][CH2:20][CH3:21])[C:22](=[O:23])[O:24][CH2:25][CH3:26].